Task: describe an organic reaction: reactants, conditions, products, and yield. Dataset: the Open Reaction Database (ORD), a public repository of structured organic reaction records Starting materials: Cl (hydrochloric acid), C([O-])([O-])=O.[K+].[K+] (Potassium carbonate), C(C)N=C=O (ethyl isocyanate), C1(CC1)C1=CC(=NN1)OC1=C(C=C(C=C1Cl)C(F)(F)F)Cl (5-cyclopropyl-3-(2,6-dichloro-4-trifluoromethylphenyloxy)pyrazole). The solvent is C(C)(=O)OCC (ethyl acetate). Run at time 8 hour. Yields the product C(C)NC(=O)N1N=C(C=C1C1CC1)OC1=C(C=C(C=C1Cl)C(F)(F)F)Cl (N-ethyl-5-cyclopropyl-3-(2,6-dichloro-4-trifluoromethylpheyloxy)pyrazole-1-carboxamide). The yield is 88.2%. RXN SMILES: C(=O)([O-])[O-].[K+].[K+].[CH2:7]([N:9]=[C:10]=[O:11])[CH3:8].[CH:12]1([C:15]2[NH:19][N:18]=[C:17]([O:20][C:21]3[C:26]([Cl:27])=[CH:25][C:24]([C:28]([F:31])([F:30])[F:29])=[CH:23][C:22]=3[Cl:32])[CH:16]=2)[CH2:14][CH2:13]1.Cl>C(OCC)(=O)C>[CH2:7]([NH:9][C:10]([N:19]1[C:15]([CH:12]2[CH2:13][CH2:14]2)=[CH:16][C:17]([O:20][C:21]2[C:26]([Cl:27])=[CH:25][C:24]([C:28]([F:31])([F:29])[F:30])=[CH:23][C:22]=2[Cl:32])=[N:18]1)=[O:11])[CH3:8] |f:0.1.2|. Procedure: Potassium carbonate (0.23 g, 1.7 mmol) and ethyl isocyanate (0.11 g, 1.5 mmol) were added to a solution of 5-cyclopropyl-3-(2,6-dichloro-4-trifluoromethylphenyloxy)pyrazole (0.51 g, 1.5 mmol) in ethyl acetate (10 ml), and the mixture was stirred at room temperature overnight. After completion of the reaction, the reaction mixture was poured into 2N hydrochloric acid and extracted with ethyl acetate (10 ml×3). An organic layer was washed with water, dried over anhydrous magnesium sulfate and filt... The reactants are C(CCCCCO)O (1,6-hexanediol), dihydroxy, C(CCCO)O (1,4-butanediol). Yields the product C(CCC)(O)O (butanediol), C(CCCCC)(O)O (hexanediol). As a reaction SMILES: [CH2:1](O)[CH2:2][CH2:3][CH2:4][OH:5].[CH2:7](O)[CH2:8][CH2:9][CH2:10][CH2:11][CH2:12][OH:13]>>[CH:4]([OH:5])([OH:13])[CH2:3][CH2:2][CH3:1].[CH:12]([OH:13])([OH:5])[CH2:11][CH2:10][CH2:9][CH2:8][CH3:7]. Reported procedure: First, dimethyl terephthalate and 1,4-butanediol (the latter in an excess of 5-60, preferably 10-45, mol are reacted with one another at from 150° to 220° C. at from 0.7 to 1.5 bar for from 30 to 90, preferably from 40 to 70, minutes, transesterification taking place and the methanol formed, together with excess butanediol and small amounts of oligomeric and polymeric compounds and residual amounts of dimethyl terephthalate, being transferred with the vapors to a column into which a liquid resid... Starting materials: C, CCOC(=O)C1(C2=CC(=O)N(C(C)c3ccccc3)C2)CC1, CCOC(C)=O, [Pt]. The product is CCOC(=O)C1(C2CC(=O)N(C(C)c3ccccc3)C2)CC1. As a reaction SMILES: [C:29].[CH2:1]([CH3:2])[O:3][C:4](=[O:5])[C:6]1([C:9]2=[CH:10][C:11](=[O:22])[N:12]([CH:14]([CH3:15])[c:16]3[cH:17][cH:18][cH:19][cH:20][cH:21]3)[CH2:13]2)[CH2:7][CH2:8]1.[CH3:23][CH2:24][O:25][C:26](=[O:27])[CH3:28].[Pt:30]>>[CH2:1]([CH3:2])[O:3][C:4](=[O:5])[C:6]1([CH:9]2[CH2:10][C:11](=[O:22])[N:12]([CH:14]([CH3:15])[c:16]3[cH:17][cH:18][cH:19][cH:20][cH:21]3)[CH2:13]2)[CH2:7][CH2:8]1. Reactants: [H-].[Na+] (sodium hydride), COC=1C=C(C(=O)OC)C=CC1OC (methyl 3,4-dimethoxybenzoate), Cl (hydrochloric acid), crude product, CC(C(C)(C)C)=O (pinacolone). Run in O1CCCC1 (tetrahydrofuran), CCCCCC (Hexane). Run at time 7 hour. The product is COC=1C=C(C=CC1OC)C(CC(C(C)(C)C)=O)=O (3,4-dimethoxyphenyl-4,4-dimethylpentane-1,3-dione). Yield: 66.0%. Reaction SMILES: [H-].[Na+].[CH3:3][O:4][C:5]1[CH:6]=[C:7]([CH:12]=[CH:13][C:14]=1[O:15][CH3:16])[C:8]([O:10]C)=O.[CH3:17][C:18](=[O:23])[C:19]([CH3:22])([CH3:21])[CH3:20].Cl>CCCCCC.O1CCCC1>[CH3:3][O:4][C:5]1[CH:6]=[C:7]([C:8](=[O:10])[CH2:17][C:18](=[O:23])[C:19]([CH3:22])([CH3:21])[CH3:20])[CH:12]=[CH:13][C:14]=1[O:15][CH3:16] |f:0.1|. Reported procedure: In a 200 ml three-necked flask equipped with a mechanical stirrer, dropping funnel, reflux condenser, and a nitrogen-inlet tube, 2.45 gm (61 mmol) of 60% sodium hydride, 10 gm (51 mmol) of methyl 3,4-dimethoxybenzoate, and 100 ml of anhydrous tetrahydrofuran were mixed with stirring under nitrogen stream, and refluxed with heating while 6.1 gm (61 mmol) of pinacolone was added dropwise. The refluxing under heat was continued for 7 hours. After cooling the reaction mixture, 30 ml of 2N hydrochlor... Starting materials: S1C=C(C=C1)C(=O)O (3-thiophenecarboxylic acid), FC(C(CNC1=C2C=NN(C2=CC=C1)C1=CC=CC=C1)(O)CNCCC)(F)F (1,1,1-trifluoro-3-[(1-phenyl-1H-indazol-4-yl)amino]-2-[(propylamino)methyl]-2-propanol). The product is C(CC)N(C(=O)C1=CSC=C1)CC(C(F)(F)F)(CNC1=C2C=NN(C2=CC=C1)C1=CC=CC=C1)O (N-Propyl-N-(3,3,3-trifluoro-2-hydroxy-2-{[(1-phenyl-1H-indazol-4-yl)amino]methyl}propyl)-3-thiophenecarboxamide). RXN SMILES: [S:1]1[CH:5]=[CH:4][C:3]([C:6]([OH:8])=O)=[CH:2]1.[F:9][C:10]([F:36])([F:35])[C:11]([CH2:30][NH:31][CH2:32][CH2:33][CH3:34])([OH:29])[CH2:12][NH:13][C:14]1[CH:22]=[CH:21][CH:20]=[C:19]2[C:15]=1[CH:16]=[N:17][N:18]2[C:23]1[CH:28]=[CH:27][CH:26]=[CH:25][CH:24]=1>>[CH2:32]([N:31]([CH2:30][C:11]([OH:29])([CH2:12][NH:13][C:14]1[CH:22]=[CH:21][CH:20]=[C:19]2[C:15]=1[CH:16]=[N:17][N:18]2[C:23]1[CH:28]=[CH:27][CH:26]=[CH:25][CH:24]=1)[C:10]([F:36])([F:35])[F:9])[C:6]([C:3]1[CH:4]=[CH:5][S:1][CH:2]=1)=[O:8])[CH2:33][CH3:34]. Procedure: Prepared similarly to Example 1 from 3-thiophenecarboxylic acid and 1,1,1-trifluoro-3-[(1-phenyl-1H-indazol-4-yl)amino]-2-[(propylamino)methyl]-2-propanol. The reactants are C([O-])([O-])=O.[Na+].[Na+] (sodium carbonate), S(O)(O)(=O)=O (sulfuric acid), C1(=CC=C(C2=CC=CC=C12)C(=O)O)C(=O)O (naphthalene-1,4-dicarboxylic acid), resultant solution. Solvent: CC(C)O (2-propanol). Reaction conditions: time 10 minute. The product is C(C)(C)OC(=O)C1=CC=C(C2=CC=CC=C12)C(=O)OC(C)C (naphthalene-1,4-dicarboxylic acid diisopropyl ester). The yield is 76.5%. Reaction SMILES: S(=O)(=O)(O)O.[C:6]1([C:19]([OH:21])=[O:20])[C:15]2[C:10](=[CH:11][CH:12]=[CH:13][CH:14]=2)[C:9]([C:16]([OH:18])=[O:17])=[CH:8][CH:7]=1.C(=O)([O-])[O-].[Na+].[Na+]>CC(O)C>[CH:6]([O:17][C:16]([C:9]1[C:10]2[C:15](=[CH:14][CH:13]=[CH:12][CH:11]=2)[C:6]([C:19]([O:21][CH:9]([CH3:10])[CH3:8])=[O:20])=[CH:7][CH:8]=1)=[O:18])([CH3:15])[CH3:7] |f:2.3.4|. Procedure details: Under a nitrogen stream, sulfuric acid (8 mL) was added dropwise over 3 hours to a solution of naphthalene-1,4-dicarboxylic acid (1.107 g, 5.12 mmol) in 2-propanol (60 mL) while heating to reflux. The resultant solution was cooled to room temperature and then saturated aqueous sodium carbonate was added thereto. The mixture was then stirred for 10 minutes at room temperature. The resultant mixture was twice extracted with dichloromethane. After drying the organic layer over anhydrous magnesium s...